This data is from the Open Reaction Database (ORD), a public repository of structured organic reaction records. The task is: describe an organic reaction: reactants, conditions, products, and yield Reactants: CN(C)C1CC=C(c2cc(F)cc(Br)c2)CC1, N=C(c1ccccc1)c1ccccc1, Cc1ccccc1, CC(C)(C)[O-], Cl, [Na+], O=C(C=Cc1ccccc1)C=Cc1ccccc1, O=C(C=Cc1ccccc1)C=Cc1ccccc1, O=C(C=Cc1ccccc1)C=Cc1ccccc1, [Pd], [Pd], c1ccc(P(c2ccccc2)c2ccc3ccccc3c2-c2c(P(c3ccccc3)c3ccccc3)ccc3ccccc23)cc1. Product: CN(C)C1CC=C(c2cc(N)cc(F)c2)CC1. RXN SMILES: [Br:1][c:2]1[cH:3][c:4]([C:9]2=[CH:10][CH2:11][CH:12]([N:15]([CH3:16])[CH3:17])[CH2:13][CH2:14]2)[cH:5][c:6]([F:8])[cH:7]1.[C:18]([c:19]1[cH:20][cH:21][cH:22][cH:23][cH:24]1)([c:25]1[cH:26][cH:27][cH:28][cH:29][cH:30]1)=[NH:31].[CH3:141][c:142]1[cH:143][cH:144][cH:145][cH:146][cH:147]1.[CH3:78][C:79]([CH3:80])([O-:81])[CH3:82].[ClH:84].[Na+:83].[O:105]=[C:106]([CH:107]=[CH:108][c:109]1[cH:110][cH:111][cH:112][cH:113][cH:114]1)[CH:115]=[CH:116][c:117]1[cH:118][cH:119][cH:120][cH:121][cH:122]1.[O:123]=[C:124]([CH:125]=[CH:126][c:127]1[cH:128][cH:129][cH:130][cH:131][cH:132]1)[CH:133]=[CH:134][c:135]1[cH:136][cH:137][cH:138][cH:139][cH:140]1.[O:87]=[C:88]([CH:89]=[CH:90][c:91]1[cH:92][cH:93][cH:94][cH:95][cH:96]1)[CH:97]=[CH:98][c:99]1[cH:100][cH:101][cH:102][cH:103][cH:104]1.[Pd:85].[Pd:86].[cH:32]1[cH:33][cH:34][c:35]([P:36]([c:37]2[cH:38][cH:39][c:40]3[c:41]([cH:42][cH:43][cH:44][cH:45]3)[c:46]2-[c:47]2[c:48]3[c:49]([cH:50][cH:51][cH:52][cH:53]3)[cH:54][cH:55][c:56]2[P:57]([c:58]2[cH:59][cH:60][cH:61][cH:62][cH:63]2)[c:64]2[cH:65][cH:66][cH:67][cH:68][cH:69]2)[c:70]2[cH:71][cH:72][cH:73][cH:74][cH:75]2)[cH:76][cH:77]1>>[c:2]1([NH2:31])[cH:3][c:4]([C:9]2=[CH:10][CH2:11][CH:12]([N:15]([CH3:16])[CH3:17])[CH2:13][CH2:14]2)[cH:5][c:6]([F:8])[cH:7]1. The reactants are C(C(C)C)NC(C#N)C1=CC(=CC=C1)OC1=CC=CC=C1 (α-(N-isobutylamino)-3-phenoxybenzeneacetonitrile), S(=O)(=O)(OC)OC (dimethyl sulfate), C([O-])([O-])=O.[K+].[K+] (potassium carbonate). Solvent: CC(=O)C (acetone). Reaction conditions: temperature 50 celsius, time 16 hour. Yields the product C(C(C)C)N(C)C(C#N)C1=CC(=CC=C1)OC1=CC=CC=C1 (α-(N-isobutyl-N-methylamino)-3-phenoxybenzeneacetonitrile). RXN SMILES: [CH2:1]([NH:5][CH:6]([C:9]1[CH:14]=[CH:13][CH:12]=[C:11]([O:15][C:16]2[CH:21]=[CH:20][CH:19]=[CH:18][CH:17]=2)[CH:10]=1)[C:7]#[N:8])[CH:2]([CH3:4])[CH3:3].S(OC)(O[CH3:26])(=O)=O.C(=O)([O-])[O-].[K+].[K+]>CC(C)=O>[CH2:1]([N:5]([CH:6]([C:9]1[CH:14]=[CH:13][CH:12]=[C:11]([O:15][C:16]2[CH:21]=[CH:20][CH:19]=[CH:18][CH:17]=2)[CH:10]=1)[C:7]#[N:8])[CH3:26])[CH:2]([CH3:4])[CH3:3] |f:2.3.4|. Procedure: A mixture of α-(N-isobutylamino)-3-phenoxybenzeneacetonitrile (28.0 g; 0.1 mole), dimethyl sulfate (12.6 g; 0.1 mole), anhydrous potassium carbonate (15.0 g) and anhydrous acetone (100 ml) was stirred at a temperature of 50° C. for a period of 16 hours. The mixture was filtered and the solvent was removed from the filtrate by distillation under reduced pressure. The residue was treated with anhydrous diethyl ether, the etherial solution was separated and the ether was evaporated to give α-(N-iso... The reactants are CCC(=O)CCc1c(C)c(OC(C)=O)c(C)c(C)c1OCCCCC(=O)O, CCOCC, CCO, Cl, [K+], [OH-], O. The product is CCC(=O)CCc1c(C)c(O)c(C)c(C)c1OCCCCC(=O)O. As a reaction SMILES: [C:1](=[O:2])([CH3:3])[O:4][c:5]1[c:6]([CH3:27])[c:7]([CH2:21][CH2:22][C:23]([CH2:24][CH3:25])=[O:26])[c:8]([O:9][CH2:10][CH2:11][CH2:12][CH2:13][C:14](=[O:15])[OH:16])[c:17]([CH3:20])[c:18]1[CH3:19].[CH2:30]([O:31][CH2:32][CH3:33])[CH3:34].[CH3:36][CH2:37][OH:38].[ClH:35].[K+:29].[OH-:28].[OH2:39]>>[OH:4][c:5]1[c:6]([CH3:27])[c:7]([CH2:21][CH2:22][C:23]([CH2:24][CH3:25])=[O:26])[c:8]([O:9][CH2:10][CH2:11][CH2:12][CH2:13][C:14](=[O:15])[OH:16])[c:17]([CH3:20])[c:18]1[CH3:19]. Reactants: FC=1C=C(C=C(C1)F)CC(=O)N[C@@H](C)C(=O)O (N-(3,5-difluorophenylacetyl)-L-alanine), Cl.C(C)(C)(C)OC([C@@H](N)CCCC)=O (norleucine tert-butyl ester hydrochloride). The product is FC=1C=C(C=C(C1)F)CC(=O)N[C@@H](C)C(=O)N[C@H](C(=O)OC(C)(C)C)CCCC (tert-butyl N-[N-(3,5Difluorophenylacetyl)-L-alaninyl]-(S)-2-aminohexanoate). As a reaction SMILES: [F:1][C:2]1[CH:3]=[C:4]([CH2:9][C:10]([NH:12][C@H:13]([C:15]([OH:17])=O)[CH3:14])=[O:11])[CH:5]=[C:6]([F:8])[CH:7]=1.Cl.[C:19]([O:23][C:24](=[O:31])[C@H:25]([CH2:27][CH2:28][CH2:29][CH3:30])[NH2:26])([CH3:22])([CH3:21])[CH3:20]>>[F:8][C:6]1[CH:5]=[C:4]([CH2:9][C:10]([NH:12][C@H:13]([C:15]([NH:26][C@@H:25]([CH2:27][CH2:28][CH2:29][CH3:30])[C:24]([O:23][C:19]([CH3:20])([CH3:21])[CH3:22])=[O:31])=[O:17])[CH3:14])=[O:11])[CH:3]=[C:2]([F:1])[CH:7]=1 |f:1.2|. Run in EtOAc hexanes. Procedure: Following General Procedure D and using N-(3,5-difluorophenylacetyl)-L-alanine (from Example B2 above) and the norleucine tert-butyl ester hydrochloride, the title compound was prepared as a semi-solid. The reaction was monitored by tlc (Rf=0.41 in 50% EtOAc/hexanes) and the product was purified by flash chromatography using 50% EtOAc/hexanes as the eluent, followed by preparative plate chromatography using 50% EtOAc/hexanes as the eluent.